This data is from the Open Reaction Database (ORD), a public repository of structured organic reaction records. The task is: describe an organic reaction: reactants, conditions, products, and yield Reactants: C([O-])(O)=O.[Na+] (sodium bicarbonate), C(C)OC(=O)C1(CCC1)/C(=C/C(=O)OCC)/C ((E)-Ethyl 3-(1-ethoxycarbonylcyclobutyl)-2-butenoate), BrN1C(CCC1=O)=O (N-bromosuccinimide), N(=NC(C#N)(C)C)C(C#N)(C)C (azobisisobutyronitrile), (S)-phenylethylamine. Solvent: C(Cl)(Cl)Cl (chloroform). The product is C(C)OC(=O)C1(CCC1)C1=CC(N(C1)[C@@H](C)C1=CC=CC=C1)=O (4-(1-Ethoxycarbonylcyclobutyl)-1-[(S)-1-phenylethyl]-3-pyrrolin-2-one). The yield is 43.0%. RXN SMILES: [CH2:1]([O:3][C:4]([C:6]1(/[C:10](/[CH3:17])=[CH:11]/[C:12]([O:14]CC)=O)[CH2:9][CH2:8][CH2:7]1)=[O:5])[CH3:2].Br[N:19]1[C:23](=O)[CH2:22][CH2:21][C:20]1=O.N(C(C)(C)C#N)=N[C:28](C)([CH3:31])[C:29]#N.[C:38](=O)(O)[O-].[Na+]>C(Cl)(Cl)Cl>[CH2:1]([O:3][C:4]([C:6]1([C:10]2[CH2:17][N:19]([C@H:23]([C:22]3[CH:31]=[CH:28][CH:29]=[CH:20][CH:21]=3)[CH3:38])[C:12](=[O:14])[CH:11]=2)[CH2:7][CH2:8][CH2:9]1)=[O:5])[CH3:2] |f:3.4|. Procedure: (E)-Ethyl 3-(1-ethoxycarbonylcyclobutyl)-2-butenoate (16.91 g, 70 mmol) was dissolved in chloroform (180 ml), and the solution was mixed with N-bromosuccinimide (12.53 g, 70 mmol) and a catalytic amount of azobisisobutyronitrile and heated under reflux for 18 hours. After completing the reaction, the solvent was evaporated, the thus obtained residue was mixed with carbon tetrachloride (100 ml), insoluble material was removed by filtration and then the resulting filtrate was concentrated. The thu... Reactants: c1ccc(COCC2CC2c2cncc(OCc3ccccc3)c2)cc1, CCOC(C)=O, CO. Product: Oc1cncc(C2CC2COCc2ccccc2)c1. Reaction SMILES: [CH2:1]([c:2]1[cH:3][cH:4][cH:5][cH:6][cH:7]1)[O:8][c:9]1[cH:10][n:11][cH:12][c:13]([CH:15]2[CH:16]([CH2:18][O:19][CH2:20][c:21]3[cH:22][cH:23][cH:24][cH:25][cH:26]3)[CH2:17]2)[cH:14]1.[CH3:27][CH2:28][O:29][C:30]([CH3:31])=[O:32].[CH3:33][OH:34]>>[OH:8][c:9]1[cH:10][n:11][cH:12][c:13]([CH:15]2[CH:16]([CH2:18][O:19][CH2:20][c:21]3[cH:22][cH:23][cH:24][cH:25][cH:26]3)[CH2:17]2)[cH:14]1. Starting materials: NC=1SC=CN1 (2-amino-1,3-thiazole), ClC(=O)OC1=CC=CC=C1 (phenyl chloroformate). Product: S1C(=NC=C1)NC(OC1=CC=CC=C1)=O (phenyl N-(1,3-thiazol-2-yl)carbamate). Reaction SMILES: [NH2:1][C:2]1[S:3][CH:4]=[CH:5][N:6]=1.Cl[C:8]([O:10][C:11]1[CH:16]=[CH:15][CH:14]=[CH:13][CH:12]=1)=[O:9]>>[S:3]1[CH:4]=[CH:5][N:6]=[C:2]1[NH:1][C:8](=[O:9])[O:10][C:11]1[CH:16]=[CH:15][CH:14]=[CH:13][CH:12]=1. Reported procedure: Using analogous procedures to those described in Example 49, the appropriate 2-amino-1,3-thiazole was reacted with phenyl chloroformate and the phenyl N-(1,3-thiazol-2-yl)carbamate so obtained was reacted with the appropriate alkylamine to give the compounds described in Table II. Starting materials: [H-].[Na+] (Sodium hydride), C(=O)C1=C(NC2=CC=CC=C12)C(=O)OCC (ethyl 3-formylindole-2-carboxylate), ClC=1C=C(CCl)C=CC1Cl (3,4-Dichlorobenzyl chloride). Solvent: CN(C)C=O (DMF). Reaction conditions: time 25 minute. The product is C(=O)C1=C(N(C2=CC=CC=C12)CC1=CC(=C(C=C1)Cl)Cl)C(=O)OCC (Ethyl 3-formyl-N-(3,4-dichlorobenzyl)indole-2-carboxylate). Yield: 57.0%. RXN SMILES: [H-].[Na+].[CH:3]([C:5]1[C:13]2[C:8](=[CH:9][CH:10]=[CH:11][CH:12]=2)[NH:7][C:6]=1[C:14]([O:16][CH2:17][CH3:18])=[O:15])=[O:4].[Cl:19][C:20]1[CH:21]=[C:22]([CH:25]=[CH:26][C:27]=1[Cl:28])[CH2:23]Cl>CN(C=O)C>[CH:3]([C:5]1[C:13]2[C:8](=[CH:9][CH:10]=[CH:11][CH:12]=2)[N:7]([CH2:23][C:22]2[CH:25]=[CH:26][C:27]([Cl:28])=[C:20]([Cl:19])[CH:21]=2)[C:6]=1[C:14]([O:16][CH2:17][CH3:18])=[O:15])=[O:4] |f:0.1|. Procedure: Sodium hydride (488 mg, 60% in mineral oil) was added to a stirred solution of ethyl 3-formylindole-2-carboxylate (2.21 g) in DMF (100 ml) under argon, and reaction stirred at ambient temperature for 25 minutes. 3,4-Dichlorobenzyl chloride (1.71 ml) was then added and the reaction stirred overnight. The reaction mixture was concentrated in vacuo and the residue dissolved in ethyl acetate (80 ml) and washed with water (2×80 ml), dried (MgSO4) and concentrated in vacuo to give a crude residue whic... Reactants: Ti(iPrO)4, O=C1CCC2=CC(=CC=C12)OC1=NC=C(C(=O)N)C=C1 (6-(1-Oxo-indan-5-yloxy)-nicotinamide), O=C1CCC2=CC(=CC=C12)OC1=NC=C(C(=O)N)C=C1 (6-(1-Oxo-indan-5-yloxy)-nicotinamide), C(CC(C)C)N (isoamyl amine), C1CCOC1 (THF), [BH3-]C#N.[Na+] (NaBH3CN). Reagents/catalysts: Cl[Ti](Cl)(Cl)Cl (TiCl4). Solvent: CO (MeOH). Run at time 8 hour. The product is CC(CCNC1CCC2=CC(=CC=C12)OC1=NC=C(C(=O)N)C=C1)C (6-[1-(3-Methyl-butylamino)-indan-5-yloxy]-nicotinamide). Isolated yield 48.2%. As a reaction SMILES: O=[C:2]1[C:10]2[C:5](=[CH:6][C:7]([O:11][C:12]3[CH:20]=[CH:19][C:15]([C:16]([NH2:18])=[O:17])=[CH:14][N:13]=3)=[CH:8][CH:9]=2)[CH2:4][CH2:3]1.[CH2:21]([NH2:26])[CH2:22][CH:23]([CH3:25])[CH3:24].C1COCC1.[BH3-]C#N.[Na+]>CO.Cl[Ti](Cl)(Cl)Cl>[CH3:24][CH:23]([CH3:25])[CH2:22][CH2:21][NH:26][CH:2]1[C:10]2[C:5](=[CH:6][C:7]([O:11][C:12]3[CH:20]=[CH:19][C:15]([C:16]([NH2:18])=[O:17])=[CH:14][N:13]=3)=[CH:8][CH:9]=2)[CH2:4][CH2:3]1 |f:3.4|. Reported procedure: Add Ti(iPrO)4 (1.70 g, 6.00 mmol) to a suspension of 6-(1-oxo-indan-5-yloxy)nicotinamide (Intermediate 4, 805 mg, 3.00 mmol), isoamyl amine (314 mg, 3.60 mmol) and THF (10 ml) and stir overnight under a nitrogen atmosphere at ambient temperature. Treat the reaction mixture with a solution of TiCl4 (1.0M/DCM, 6.00 ml, 6.00 mmol) and stir at ambient temperature for three hours before adding NaBH3CN (377 mg, 6.00 mmol) dissolved in MeOH (5 ml). After an additional three hours, quench the reaction w...